From a dataset of the Open Reaction Database (ORD), a public repository of structured organic reaction records. describe an organic reaction: reactants, conditions, products, and yield Reactants: COc1ccc(C(=O)c2[nH]c(=O)[nH]c2CBr)cc1, O=C([O-])[O-], Cc1ccccc1N1CCNCC1, CCO, Cl, Cl, Cl, [K+], [K+], O. Yields the product COc1ccc(C(=O)c2[nH]c(=O)[nH]c2CN2CCN(c3ccccc3C)CC2)cc1, Cl. RXN SMILES: [Br:1][CH2:2][c:3]1[nH:4][c:5](=[O:18])[nH:6][c:7]1[C:8]([c:9]1[cH:10][cH:11][c:12]([O:15][CH3:16])[cH:13][cH:14]1)=[O:17].[C:34](=[O:35])([O-:36])[O-:37].[CH3:21][c:22]1[c:23]([N:28]2[CH2:29][CH2:30][NH:31][CH2:32][CH2:33]2)[cH:24][cH:25][cH:26][cH:27]1.[CH3:41][CH2:42][OH:43].[ClH:19].[ClH:20].[ClH:40].[K+:38].[K+:39].[OH2:44]>>[CH2:2]([c:3]1[nH:4][c:5](=[O:18])[nH:6][c:7]1[C:8]([c:9]1[cH:10][cH:11][c:12]([O:15][CH3:16])[cH:13][cH:14]1)=[O:17])[N:31]1[CH2:30][CH2:29][N:28]([c:23]2[c:22]([CH3:21])[cH:27][cH:26][cH:25][cH:24]2)[CH2:33][CH2:32]1.[ClH:19]. The reactants are CC=1C=2N(C=C(C1)C1=CC=C(C=C1)C(F)(F)F)C(=CN2)C(=O)O (8-methyl-6-(4-trifluoromethyl-phenyl)-imidazo[1,2-a]pyridine-3-carboxylic acid), ONC(C1=CC(=CC=C1)S(N)(=O)=O)=N (N-hydroxy-3-sulfamoyl-benzamidine). RXN SMILES: [CH3:1][C:2]1[C:3]2[N:4]([C:18]([C:21]([OH:23])=O)=[CH:19][N:20]=2)[CH:5]=[C:6]([C:8]2[CH:13]=[CH:12][C:11]([C:14]([F:17])([F:16])[F:15])=[CH:10][CH:9]=2)[CH:7]=1.O[NH:25][C:26](=[NH:37])[C:27]1[CH:32]=[CH:31][CH:30]=[C:29]([S:33](=[O:36])(=[O:35])[NH2:34])[CH:28]=1>>[CH3:1][C:2]1[C:3]2[N:4]([C:18]([C:21]3[O:23][N:37]=[C:26]([C:27]4[CH:28]=[C:29]([S:33]([NH2:34])(=[O:35])=[O:36])[CH:30]=[CH:31][CH:32]=4)[N:25]=3)=[CH:19][N:20]=2)[CH:5]=[C:6]([C:8]2[CH:13]=[CH:12][C:11]([C:14]([F:15])([F:16])[F:17])=[CH:10][CH:9]=2)[CH:7]=1. Reported procedure: The title compound was prepared from 8-methyl-6-(4-trifluoromethyl-phenyl)-imidazo[1,2-a]pyridine-3-carboxylic acid (example C.34) (160 mg, 0.5 mmol) and N-hydroxy-3-sulfamoyl-benzamidine [CAS-No. 9000-88-7] (161 mg, 0.75 mmol) according to general procedure II. Obtained after trituration with water and further purification by crystallization (MeOH/diethyl ether) as an off-white solid (175 mg, 70%). MS (ISP) 500.3 [(M+H)+]; mp 326° C. The product is CC=1C=2N(C=C(C1)C1=CC=C(C=C1)C(F)(F)F)C(=CN2)C2=NC(=NO2)C=2C=C(C=CC2)S(=O)(=O)N (3-{5-[8-Methyl-6-(4-trifluoromethyl-phenyl)-imidazo[1,2-a]pyridin-3-yl]-[1,2,4]oxadiazol-3-yl}-benzenesulfonamide).